Dataset: the Open Reaction Database (ORD), a public repository of structured organic reaction records. Task: describe an organic reaction: reactants, conditions, products, and yield The reactants are ClC1=NC(=CC(=N1)NCC1=CC=C(C=C1)OC)Cl (2,6-dichloro-4-(4-methoxybenzyl)aminopyrimidine), O.NN (hydrazine monohydrate). The solvent is O1CCCC1 (tetrahydrofuran). The product is ClC1=NC(=NC(=C1)NCC1=CC=C(C=C1)OC)NN (4-chloro-2-hydrazino-6-(4-methoxybenzyl)aminopyrimidine). Reaction SMILES: Cl[C:2]1[N:7]=[C:6]([NH:8][CH2:9][C:10]2[CH:15]=[CH:14][C:13]([O:16][CH3:17])=[CH:12][CH:11]=2)[CH:5]=[C:4]([Cl:18])[N:3]=1.O.[NH2:20][NH2:21]>O1CCCC1>[Cl:18][C:4]1[CH:5]=[C:6]([NH:8][CH2:9][C:10]2[CH:15]=[CH:14][C:13]([O:16][CH3:17])=[CH:12][CH:11]=2)[N:7]=[C:2]([NH:20][NH2:21])[N:3]=1 |f:1.2|. Procedure details: A 5.57 g portion of 2,6-dichloro-4-(4-methoxybenzyl)aminopyrimidine was suspended in 20 ml of tetrahydrofuran, mixed with 3.0 ml of hydrazine monohydrate and heated under reflux for 24 hours. After evaporation of the solvent under a reduced pressure, water was added to the residue and the resulting precipitate was collected by filtration to obtain 5.06 g of 4-chloro-2-hydrazino-6-(4-methoxybenzyl)aminopyrimidine as a white solid. This was suspended in 150 ml of ethanol and mixed with 3.37 g of e...